From a dataset of the Open Reaction Database (ORD), a public repository of structured organic reaction records. describe an organic reaction: reactants, conditions, products, and yield The reactants are C1CCOC1, [Li+], COC(=O)c1cc(Oc2ccc(C(=O)N3CCC3)cc2F)cc(OC(C)CO)c1, [OH-], O. The product is CC(CO)Oc1cc(Oc2ccc(C(=O)N3CCC3)cc2F)cc(C(=O)O)c1. RXN SMILES: [CH2:32]1[O:33][CH2:34][CH2:35][CH2:36]1.[Li+:30].[N:1]1([C:5](=[O:6])[c:7]2[cH:8][c:9]([F:29])[c:10]([O:11][c:12]3[cH:13][c:14]([C:15](=[O:16])[O:17][CH3:18])[cH:19][c:20]([O:22][CH:23]([CH2:24][OH:25])[CH3:26])[cH:21]3)[cH:27][cH:28]2)[CH2:2][CH2:3][CH2:4]1.[OH-:31].[OH2:37]>>[N:1]1([C:5](=[O:6])[c:7]2[cH:8][c:9]([F:29])[c:10]([O:11][c:12]3[cH:13][c:14]([C:15](=[O:16])[OH:17])[cH:19][c:20]([O:22][CH:23]([CH2:24][OH:25])[CH3:26])[cH:21]3)[cH:27][cH:28]2)[CH2:2][CH2:3][CH2:4]1. The reactants are ClC1=NC=C(C(=N1)NCCC(C)C)[N+](=O)[O-] (2-chloro-N-(3-methylbutyl)-5-nitropyrimidin-4-amine), Cl (hydrochloric acid). Reagents/catalysts: [Fe] (iron). The solvent is C(C)O (ethanol). Product: ClC1=NC=C(C(=N1)NCCC(C)C)N (2-chloro-N4-(3-methylbutyl)pyrimidine-4,5-diamine). Isolated yield 71.2%. RXN SMILES: [Cl:1][C:2]1[N:7]=[C:6]([NH:8][CH2:9][CH2:10][CH:11]([CH3:13])[CH3:12])[C:5]([N+:14]([O-])=O)=[CH:4][N:3]=1.Cl>C(O)C.[Fe]>[Cl:1][C:2]1[N:7]=[C:6]([NH:8][CH2:9][CH2:10][CH:11]([CH3:12])[CH3:13])[C:5]([NH2:14])=[CH:4][N:3]=1. Procedure details: To a stirred solution of 2-chloro-N-(3-methylbutyl)-5-nitropyrimidin-4-amine (800 mg, 3.27 mmol) in ethanol (40 ml) was added iron powder (1.8 g). The resulting mixture was heated to reflux before 2 N aqueous hydrochloric acid (4 mL) was added in small portion over 10 min. The reaction was then refluxed for 2 h. The reaction mixture was cooled to rt, filtered to remove inorganic material. The solution was then concentrated under reduced pressure to afforded the desired compound (500 mg), which w... Yields the product BrC1=CC=C(C=C1)SC1=NC=NC2=C1N=C(N=C2N2CCS(CC2)=O)N2CCNCC2 (8-(4-Bromophenyl-thio)-4-(1-oxido-thiomorpholino)-2-piperazino-pyrimido-[5,4-d]-pyrimidine). As a reaction SMILES: [Br:1][C:2]1[CH:7]=[CH:6][C:5]([S:8][C:9]2[C:14]3[N:15]=[C:16](Cl)[N:17]=[C:18]([N:19]4[CH2:24][CH2:23][S:22](=[O:25])[CH2:21][CH2:20]4)[C:13]=3[N:12]=[CH:11][N:10]=2)=[CH:4][CH:3]=1.[NH:27]1[CH2:32][CH2:31][NH:30][CH2:29][CH2:28]1>>[Br:1][C:2]1[CH:7]=[CH:6][C:5]([S:8][C:9]2[C:14]3[N:15]=[C:16]([N:27]4[CH2:32][CH2:31][NH:30][CH2:29][CH2:28]4)[N:17]=[C:18]([N:19]4[CH2:24][CH2:23][S:22](=[O:25])[CH2:21][CH2:20]4)[C:13]=3[N:12]=[CH:11][N:10]=2)=[CH:4][CH:3]=1. Starting materials: BrC1=CC=C(C=C1)SC1=NC=NC2=C1N=C(N=C2N2CCS(CC2)=O)Cl (8-(4-bromophenyl-thio)-2-chloro-4-(1-oxido-thiomorpholino)-pyrimido-[5,4-d]-pyrimidine), N1CCNCC1 (piperazine). Procedure: This compound was prepared analogous to Example 1 from 8-(4-bromophenyl-thio)-2-chloro-4-(1-oxido-thiomorpholino)-pyrimido-[5,4-d]-pyrimidine (m.p.: 272°-275° C.) and piperazine. Starting materials: OC1=CC(OC2=CC=CC=C12)=O (4-hydroxycoumarin), CC(CC(O)C1=CC=CC=C1)C (3-methyl-1-phenylbutan-1-ol), B(F)(F)F.CCOCC (boron trifluoride etherate). Solvent: O1CCOCC1 (dioxane). Product: OC1=C(C(OC2=CC=CC=C12)=O)C(CC(C)C)C1=CC=CC=C1 (4-Hydroxy-3-(3-methyl-1-phenylbutyl)-coumarin). The yield is 20.1%. As a reaction SMILES: [OH:1][C:2]1[C:11]2[C:6](=[CH:7][CH:8]=[CH:9][CH:10]=2)[O:5][C:4](=[O:12])[CH:3]=1.[CH3:13][CH:14]([CH3:24])[CH2:15][CH:16]([C:18]1[CH:23]=[CH:22][CH:21]=[CH:20][CH:19]=1)O.B(F)(F)F.CCOCC>O1CCOCC1>[OH:1][C:2]1[C:11]2[C:6](=[CH:7][CH:8]=[CH:9][CH:10]=2)[O:5][C:4](=[O:12])[C:3]=1[CH:16]([C:18]1[CH:19]=[CH:20][CH:21]=[CH:22][CH:23]=1)[CH2:15][CH:14]([CH3:24])[CH3:13] |f:2.3|. Reported procedure: To a time-dried flask containing a near-solution of 650 mg of 4-hydroxycoumarin and 800 mg of 3-methyl-1-phenylbutan-1-ol of Preparation 16 in 25 mL of dioxane under an argon atmosphere is added 2.5 mL of boron trifluoride etherate. The resulting yellow solution is left to stir at room temperature. After 3 days the volatiles are removed and the residue is partioned between diethyl ether and 1N sodium hydroxide. The basic aqueous phase is washed with diethyl ether and acidified to pH=1 with 6N hy...